Task: describe an organic reaction: reactants, conditions, products, and yield. Dataset: the Open Reaction Database (ORD), a public repository of structured organic reaction records The reactants are C1CCNC1, CC(C)=O, N#C[K], O. The product is CC(C)(C#N)N1CCCC1. As a reaction SMILES: [CH2:1]1[CH2:2][CH2:3][NH:4][CH2:5]1.[CH3:6][C:7]([CH3:8])=[O:9].[K:10][C:11]#[N:12].[OH2:13]>>[CH2:1]1[CH2:2][CH2:3][N:4]([C:7]([CH3:6])([CH3:8])[C:11]#[N:12])[CH2:5]1.